This data is from the Open Reaction Database (ORD), a public repository of structured organic reaction records. The task is: describe an organic reaction: reactants, conditions, products, and yield Starting materials: CC1(O[C@H]2[C@@H](O1)O[C@@H](C2)[C@H](CO)O)C ((1S)-1-[(3aR,5S,6aR)-2,2-dimethyl-3a,5,6,6a-tetrahydrofuro[2,3-d][1,3]dioxol-5-yl]ethane-1,2-diol), CC1(O[C@H]2[C@@H](O1)O[C@@H](C2)[C@H](CO)O)C ((1S)-1-[(3aR,5S,6aR)-2,2-dimethyl-3a,5,6,6a-tetrahydrofuro[2,3-d][1,3]dioxol-5-yl]ethane-1,2-diol), I(=O)(=O)(=O)[O-].[Na+] (sodium metaperiodate). Run in CO (MeOH). Conditions: time 12 hour. The product is CC1(O[C@H]2[C@@H](O1)O[C@@H](C2)C=O)C ((3aR,5S,6aR)-2,2-dimethyl-3a,5,6,6a-tetrahydrofuro[2,3-d][1,3]dioxole-5-carbaldehyde). Yield: 90.3%. As a reaction SMILES: [CH3:1][C:2]1([CH3:14])[O:6][C@H:5]2[O:7][C@H:8]([C@@H:10]([OH:13])CO)[CH2:9][C@H:4]2[O:3]1.I([O-])(=O)(=O)=O.[Na+]>CO>[CH3:1][C:2]1([CH3:14])[O:6][C@H:5]2[O:7][C@H:8]([CH:10]=[O:13])[CH2:9][C@H:4]2[O:3]1 |f:1.2|. Procedure: To a solution of (1S)-1-[(3aR,5S,6aR)-2,2-dimethyl-3a,5,6,6a-tetrahydrofuro[2,3-d][1,3]dioxol-5-yl]ethane-1,2-diol (compound 1c, 18 g, 90 mmol) in the MeOH (250 mL) cooled in ice bath was added sodium metaperiodate (23.1 g, 108 mmol). After being stirred at room temperature for 12 hours, the resulting suspension was filtered. The filtrate was concentrated in vacuo. The residue was purified by column chromatography on silica gel (eluting with 1:2 EtOAc in petroleum ether) to afford 14 g of (3aR,5... Starting materials: ClC1=NC(=C2N=C(N(C2=N1)C)CN1CCC(CC1)C(C)(C)O)N1CCOCC1 (2-(1-((2-Chloro-9-methyl-6-morpholino-9H-purin-8-yl)methyl)piperidin-4-yl)propan-2-ol), COC1=NNC2=CC=CC=C12 (3-methoxy-1H-indazole). Product: COC1=NN(C2=CC=CC=C12)C1=NC(=C2N=C(N(C2=N1)C)CN1CCC(CC1)C(C)(C)O)N1CCOCC1 (2-(1-((2-(3-methoxy-1H-indazol-1-yl)-9-methyl-6-morpholino-9H-purin-8-yl)methyl)piperidin-4-yl)propan-2-ol). As a reaction SMILES: Cl[C:2]1[N:10]=[C:9]2[C:5]([N:6]=[C:7]([CH2:12][N:13]3[CH2:18][CH2:17][CH:16]([C:19]([OH:22])([CH3:21])[CH3:20])[CH2:15][CH2:14]3)[N:8]2[CH3:11])=[C:4]([N:23]2[CH2:28][CH2:27][O:26][CH2:25][CH2:24]2)[N:3]=1.[CH3:29][O:30][C:31]1[C:39]2[C:34](=[CH:35][CH:36]=[CH:37][CH:38]=2)[NH:33][N:32]=1>>[CH3:29][O:30][C:31]1[C:39]2[C:34](=[CH:35][CH:36]=[CH:37][CH:38]=2)[N:33]([C:2]2[N:10]=[C:9]3[C:5]([N:6]=[C:7]([CH2:12][N:13]4[CH2:14][CH2:15][CH:16]([C:19]([OH:22])([CH3:20])[CH3:21])[CH2:17][CH2:18]4)[N:8]3[CH3:11])=[C:4]([N:23]3[CH2:24][CH2:25][O:26][CH2:27][CH2:28]3)[N:3]=2)[N:32]=1. Procedure details: 2-(1-((2-Chloro-9-methyl-6-morpholino-9H-purin-8-yl)methyl)piperidin-4-yl)propan-2-ol (0.2 g) was reacted with 3-methoxy-1H-indazole via General Procedure I for Buchwald coupling to give 119.5 mg 235 following reverse phase purification. MS (Q1) 521.3 (M)+ The reactants are NC1=C(C(=NO1)C)Br (5-amino-4-bromo-3-methylisoxazole), C(C)(C)C1=CC=C(C=C1)N1C(=CC=C1)S(=O)(=O)Cl (1-(4'-isopropylphenyl)pyrrole-2-sulfonyl chloride), C(C)(C)C1=CC=C(C=C1)N1C=C(C=C1)S(=O)(=O)Cl (1-(4'-isopropylphenyl)pyrrole-3-sulfonyl chloride). Product: BrC=1C(=NOC1NS(=O)(=O)C=1N(C=CC1)C1=CC=C(C=C1)C(C)C)C (N-(4-bromo-3-methyl-5-isoxazolyl) 1-(4'-isopropylphenyl)pyrrole-2-sulfonamide), BrC=1C(=NOC1NS(=O)(=O)C1=CN(C=C1)C1=CC=C(C=C1)C(C)C)C (N-(4-bromo-3-methyl-5-isoxazolyl) 1-(4'-isopropylphenyl)pyrrole-3-sulfonamide). RXN SMILES: [NH2:1][C:2]1[O:6][N:5]=[C:4]([CH3:7])[C:3]=1[Br:8].[CH:9]([C:12]1[CH:17]=[CH:16][C:15]([N:18]2[CH:22]=[CH:21][CH:20]=[C:19]2[S:23](Cl)(=[O:25])=[O:24])=[CH:14][CH:13]=1)([CH3:11])[CH3:10].[CH:27]([C:30]1[CH:35]=[CH:34][C:33]([N:36]2[CH:40]=[CH:39][C:38]([S:41](Cl)(=[O:43])=[O:42])=[CH:37]2)=[CH:32][CH:31]=1)([CH3:29])[CH3:28]>>[Br:8][C:3]1[C:4]([CH3:7])=[N:5][O:6][C:2]=1[NH:1][S:23]([C:19]1[N:18]([C:15]2[CH:16]=[CH:17][C:12]([CH:9]([CH3:11])[CH3:10])=[CH:13][CH:14]=2)[CH:22]=[CH:21][CH:20]=1)(=[O:24])=[O:25].[Br:8][C:3]1[C:4]([CH3:7])=[N:5][O:6][C:2]=1[NH:1][S:41]([C:38]1[CH:39]=[CH:40][N:36]([C:33]2[CH:34]=[CH:35][C:30]([CH:27]([CH3:29])[CH3:28])=[CH:31][CH:32]=2)[CH:37]=1)(=[O:42])=[O:43]. Procedure details: N-(4-Bromo-3-methyl-5-isoxazolyl) 1-(4'-isopropylphenyl)pyrrole-2-sulfonamide and N-(4-bromo-3-methyl-5-isoxazolyl) 1-(4'-isopropylphenyl)pyrrole-3-sulfonamide were prepared in the same manner as described in Example 2 from 5-amino-4-bromo-3-methylisoxazole and a mixture of 1-(4'-isopropylphenyl)pyrrole-2-sulfonyl chloride and 1-(4'-isopropylphenyl)pyrrole-3-sulfonyl chloride in 65% combined yield. The mixture was subjected to preparative HPLC to give N-(4-bromo-3-methyl-5-isoxazolyl) 1-(4'-isop... Reactants: C=1C=C(C=C(C1)C(C)C)C(C)C. The reagents and catalysts are N=1C=CC(=CC1C=2N=CC=C(C2)C(C)(C)C)C(C)(C)C, O1B(OC(C)(C)C1(C)C)B2OC(C)(C)C(O2)(C)C, C[OH2+].C[OH2+].C1CC=CCCC=C1.C1CC=CCCC=C1.[Ir].[Ir]. Run in O1CCCC1. Run at temperature 25 celsius, time 0 hour. Yields the product O1B(OC(C)(C)C1(C)C)C=2C=C(C=C(C2)C(C)C)C(C)C. The yield is 83.0%. Starting materials: COC(=O)[C@@]1(C[C@H](CC1)C1=CC=C(C=C1)Br)N ((1R,3S)-1-amino-3-(4-bromo-phenyl)-cyclopentanecarboxylic acid methyl ester), C1(=CC=CC=C1)P(C1=CC=CC=C1)C1=CC=CC=C1 (triphenylphosphine), N1CCCCC1 (piperidine), crude product, C([C@H](O)[C@@H](O)C(=O)O)(=O)O (L-tartaric acid), Cl (hydrochloride), C#CCCCCCC (1-octyne), C1CCOC1 (THF). Reagents/catalysts: [Cu]I (copper(I) iodide), C#CCCCCCC (1-octyne), Cl[Pd]([P](C1=CC=CC=C1)(C2=CC=CC=C2)C3=CC=CC=C3)([P](C4=CC=CC=C4)(C5=CC=CC=C5)C6=CC=CC=C6)Cl (Pd(PPh3)2Cl2). Solvent: CO (MeOH), CO (MeOH), CCOCC (Ether). Run at temperature 60 celsius, time 2 hour. Product: O[C@@H](C(=O)O)[C@H](C(=O)O)O.COC(=O)[C@@]1(C[C@H](CC1)C1=CC=C(C=C1)C#CC)N ((1R,3S)-1-amino-3-(4-prop-1-ynyl-phenyl)-cyclopentanecarboxylic acid methyl ester; compound with (2R,3R)-2,3-dihydroxy-succinic acid). The yield is 72.6%. RXN SMILES: [CH3:1][O:2][C:3]([C@@:5]1([NH2:17])[CH2:9][CH2:8][C@H:7]([C:10]2[CH:15]=[CH:14][C:13](Br)=[CH:12][CH:11]=2)[CH2:6]1)=[O:4].Cl.[CH:19]#[C:20][CH2:21]CCCCC.C1(P(C2C=CC=CC=2)C2C=CC=CC=2)C=CC=CC=1.N1CCCCC1.C1COCC1.[C:57]([OH:66])(=[O:65])[C@@H:58]([C@H:60]([C:62]([OH:64])=[O:63])[OH:61])[OH:59]>CO.Cl[Pd](Cl)([P](C1C=CC=CC=1)(C1C=CC=CC=1)C1C=CC=CC=1)[P](C1C=CC=CC=1)(C1C=CC=CC=1)C1C=CC=CC=1.[Cu]I.C#CCCCCCC.CCOCC>[OH:61][C@H:60]([C@@H:58]([OH:59])[C:57]([OH:66])=[O:65])[C:62]([OH:64])=[O:63].[CH3:1][O:2][C:3]([C@@:5]1([NH2:17])[CH2:9][CH2:8][C@H:7]([C:10]2[CH:15]=[CH:14][C:13]([C:19]#[C:20][CH3:21])=[CH:12][CH:11]=2)[CH2:6]1)=[O:4] |f:12.13,^1:71,90|. Reported procedure: To a two-neck round bottom flask was added (1R,3S)-1-amino-3-(4-bromo-phenyl)-cyclopentanecarboxylic acid methyl ester; hydrochloride (3.94 g, 0.0118 mol), 1-octyne (3.48 mL, 0.0235 mol), triphenylphosphine (0.309 g, 0.00118 mol), piperidine (6.99 mL, 0.0706 mol), and THF (100 mL, 1 mol). The mixture was degassed, and Pd(PPh3)2Cl2 (0.41 g, 0.00059 mol) was added and the mixture was stirred for a few minutes under an atmosphere of nitrogen before addition of the copper(I) iodide (0.11 g, 0.00059 ... Reactants: COC=1C(=C2C=CC=C(C2=CC1)C(=O)N(CC(=O)OC)C)C(C(C(C(C(C(F)(F)F)(F)F)(F)F)(F)F)(F)F)(F)F ([6-methoxy-5-(tridecafluorohexyl)-1-naphthalenyl]carbonyl-N-methylglycine, methyl ester), P12(=S)SP3(=S)SP(=S)(S1)SP(=S)(S2)S3 (phosphorus pentasulfide), N1=CC=CC=C1 (pyridine). Run in O (water). Run at time 8 hour. Yields the product COC=1C(=C2C=CC=C(C2=CC1)C(N(CC(=O)OC)C)=S)C(C(C(C(C(C(F)(F)F)(F)F)(F)F)(F)F)(F)F)(F)F (N-[[6-methoxy-5-(tridecafluorohexyl)-1-naphthalenyl]thioxomethyl]-N-methylglycine, methyl ester). Isolated yield 99.1%. RXN SMILES: [CH3:1][O:2][C:3]1[C:4]([C:22]([F:40])([F:39])[C:23]([F:38])([F:37])[C:24]([F:36])([F:35])[C:25]([F:34])([F:33])[C:26]([F:32])([F:31])[C:27]([F:30])([F:29])[F:28])=[C:5]2[C:10](=[CH:11][CH:12]=1)[C:9]([C:13]([N:15]([CH3:21])[CH2:16][C:17]([O:19][CH3:20])=[O:18])=O)=[CH:8][CH:7]=[CH:6]2.P12(SP3(SP(SP(S3)(S1)=S)(=S)S2)=S)=[S:42].N1C=CC=CC=1>O>[CH3:1][O:2][C:3]1[C:4]([C:22]([F:40])([F:39])[C:23]([F:38])([F:37])[C:24]([F:36])([F:35])[C:25]([F:34])([F:33])[C:26]([F:32])([F:31])[C:27]([F:30])([F:29])[F:28])=[C:5]2[C:10](=[CH:11][CH:12]=1)[C:9]([C:13](=[S:42])[N:15]([CH3:21])[CH2:16][C:17]([O:19][CH3:20])=[O:18])=[CH:8][CH:7]=[CH:6]2. Procedure: N-[[6-methoxy-5-(tridecafluorohexyl)-1-naphthalenyl]carbonyl-N-methylglycine, methyl ester (100 mg, 0.165 mmol), prepared as in Example 5, phosphorus pentasulfide (67 mg) and dry pyridine (2 ml) were refluxed for 2 hours. After stirring overnight at room temperature, the mixture was refluxed for 2 additional hours, poured into water and extracted with ether. The ether extract was washed with 1N aqueous hydrochloric acid, water, saturated sodium bicarbonate and brine. After drying over anhydrous ...